From a dataset of the Open Reaction Database (ORD), a public repository of structured organic reaction records. describe an organic reaction: reactants, conditions, products, and yield Starting materials: FC(C(=O)O)(F)F (trifluoroacetic acid), CN(C(C(=CC1=CC=C(C=C1)[N+](=O)[O-])COC1=CC=C(C=C1)NC(=O)OC(C)(C)C)=O)CCCCCCCCCCCCCCCCCC (N-methyl-N-octadecyl-α-(4-t-butoxycarbonylaminophenoxy)methyl-4-nitrocinnamic acid amide), C([O-])(O)=O.[Na+] (sodium bicarbonate). The solvent is C(Cl)(Cl)Cl (chloroform). Conditions: temperature 0 celsius, time 10 hour. The product is CN(C(C(=CC1=CC=C(C=C1)[N+](=O)[O-])COC1=CC=C(C=C1)N)=O)CCCCCCCCCCCCCCCCCC (N-methyl-N-octadecyl-α-(4-aminophenoxy)methyl-4-nitrocinnamic acid amide). As a reaction SMILES: [CH3:1][N:2]([CH2:32][CH2:33][CH2:34][CH2:35][CH2:36][CH2:37][CH2:38][CH2:39][CH2:40][CH2:41][CH2:42][CH2:43][CH2:44][CH2:45][CH2:46][CH2:47][CH2:48][CH3:49])[C:3](=[O:31])[C:4]([CH2:15][O:16][C:17]1[CH:22]=[CH:21][C:20]([NH:23]C(OC(C)(C)C)=O)=[CH:19][CH:18]=1)=[CH:5][C:6]1[CH:11]=[CH:10][C:9]([N+:12]([O-:14])=[O:13])=[CH:8][CH:7]=1.FC(F)(F)C(O)=O.C(=O)(O)[O-].[Na+]>C(Cl)(Cl)Cl>[CH3:1][N:2]([CH2:32][CH2:33][CH2:34][CH2:35][CH2:36][CH2:37][CH2:38][CH2:39][CH2:40][CH2:41][CH2:42][CH2:43][CH2:44][CH2:45][CH2:46][CH2:47][CH2:48][CH3:49])[C:3](=[O:31])[C:4]([CH2:15][O:16][C:17]1[CH:18]=[CH:19][C:20]([NH2:23])=[CH:21][CH:22]=1)=[CH:5][C:6]1[CH:7]=[CH:8][C:9]([N+:12]([O-:14])=[O:13])=[CH:10][CH:11]=1 |f:2.3|. Procedure: 10 g of N-methyl-N-octadecyl-α-(4-t-butoxycarbonylaminophenoxy)methyl-4-nitrocinnamic acid amide was dissolved in 50 ml of chloroform. The mixture was then cooled to a temperature of 0° C. or lower. 12 ml of trifluoroacetic acid wa gradually added dropwise to the mixture. The mixture was then stirred at room temperature for 10 hours. After the reaction was completed, the reaction mixture was neutralized with an aqueous solution of sodium bicarbonate. The neutralized mixture was then extracted wi... The reactants are CN(C)c1ccncc1, CCN(C(C)C)C(C)C, Cc1ccc(NC(=O)c2ccc(Cl)nc2)cc1I, CCOC(=O)C1CCNCC1, C1COCCO1. Yields the product CCOC(=O)C1CCN(c2ccc(C(=O)Nc3ccc(C)c(I)c3)cn2)CC1. Reaction SMILES: [CH3:39][N:40]([c:41]1[cH:42][cH:43][n:44][cH:45][cH:46]1)[CH3:47].[CH:30]([N:31]([CH:32]([CH3:33])[CH3:34])[CH2:35][CH3:36])([CH3:37])[CH3:38].[Cl:1][c:2]1[n:3][cH:4][c:5]([C:6](=[O:7])[NH:8][c:9]2[cH:10][c:11]([I:16])[c:12]([CH3:15])[cH:13][cH:14]2)[cH:17][cH:18]1.[NH:19]1[CH2:20][CH2:21][CH:22]([C:23](=[O:24])[O:25][CH2:26][CH3:27])[CH2:28][CH2:29]1.[O:48]1[CH2:49][CH2:50][O:51][CH2:52][CH2:53]1>>[c:2]1([N:19]2[CH2:20][CH2:21][CH:22]([C:23](=[O:24])[O:25][CH2:26][CH3:27])[CH2:28][CH2:29]2)[n:3][cH:4][c:5]([C:6](=[O:7])[NH:8][c:9]2[cH:10][c:11]([I:16])[c:12]([CH3:15])[cH:13][cH:14]2)[cH:17][cH:18]1. Starting materials: Cc1[nH]c(-c2ccccc2)nc1CCN1C(=O)c2ccccc2C1=O, CCO, NN, O. Product: Cc1[nH]c(-c2ccccc2)nc1CCN. Reaction SMILES: [CH3:1][c:2]1[c:3]([CH2:13][CH2:14][N:15]2[C:16](=[O:17])[c:18]3[c:19]([cH:20][cH:21][cH:22][cH:23]3)[C:24]2=[O:25])[n:4][c:5](-[c:7]2[cH:8][cH:9][cH:10][cH:11][cH:12]2)[nH:6]1.[CH3:29][CH2:30][OH:31].[NH2:27][NH2:28].[OH2:26]>>[CH3:1][c:2]1[c:3]([CH2:13][CH2:14][NH2:15])[n:4][c:5](-[c:7]2[cH:8][cH:9][cH:10][cH:11][cH:12]2)[nH:6]1. Starting materials: Cl.NC(CC1=NC=C(C=C1)O)C (2-(2-aminopropyl)-5-pyridinol hydrochloride), Cl (hydrogen chloride). Run in C(C)O (ethanol). Product: Cl.Cl.NC(CC1=NC=C(C=C1)O)C (2-(2-aminopropyl)-5-pyridinol dihydrochloride). Reaction SMILES: [ClH:1].[NH2:2][CH:3]([CH3:12])[CH2:4][C:5]1[CH:10]=[CH:9][C:8]([OH:11])=[CH:7][N:6]=1.Cl>C(O)C>[ClH:1].[ClH:1].[NH2:2][CH:3]([CH3:12])[CH2:4][C:5]1[CH:10]=[CH:9][C:8]([OH:11])=[CH:7][N:6]=1 |f:0.1,4.5.6|. Procedure details: The starting material is prepared as follows: The solution of 0.19 g of 2-(2-aminopropyl)-5-pyridinol hydrochloride in 10 ml of anhydrous ethanol is combined with 0.2 ml of 5 N ethereal hydrogen chloride and evaporated, to yield the 2-(2-aminopropyl)-5-pyridinol dihydrochloride melting at 125°-128° with decomposition. Run in C(Cl)Cl (DCM). Reaction SMILES: [F:1][C:2]1[CH:7]=[CH:6][CH:5]=[C:4]([O:8]C)[C:3]=1[CH:10]1[N:14]([CH2:15][C:16]2[CH:21]=[CH:20][C:19]([O:22][C:23]([F:26])([F:25])[F:24])=[CH:18][CH:17]=2)[C:13](=[O:27])[CH:12]([OH:28])[CH2:11]1.O>C(Cl)Cl>[F:1][C:2]1[CH:7]=[CH:6][CH:5]=[C:4]([OH:8])[C:3]=1[CH:10]1[N:14]([CH2:15][C:16]2[CH:17]=[CH:18][C:19]([O:22][C:23]([F:25])([F:26])[F:24])=[CH:20][CH:21]=2)[C:13](=[O:27])[CH:12]([OH:28])[CH2:11]1. Run at time 17 hour. The reactants are boron tribromide BBr3, FC1=C(C(=CC=C1)OC)C1CC(C(N1CC1=CC=C(C=C1)OC(F)(F)F)=O)O (rac-(3R*,5S*)-5-(2-fluoro-6-methoxyphenyl)-3-hydroxy-1-(4-(trifluoromethoxy)benzyl)pyrrolidin-2-one), O (Water). Yields the product FC1=C(C(=CC=C1)O)C1CC(C(N1CC1=CC=C(C=C1)OC(F)(F)F)=O)O (rac-(3R*,5S*)-5-(2-fluoro-6-hydroxyphenyl)-3-hydroxy-1-(4-(trifluoromethoxy)benzyl)pyrrolidin-2-one). Reported procedure: A cooled (−78° C.) solution of rac-(3R*,5S*)-5-(2-fluoro-6-methoxyphenyl)-3-hydroxy-1-(4-(trifluoromethoxy)benzyl)pyrrolidin-2-one (compound corresponding to example 293; 355 mg; 0.88 mmol) in anh. DCM (8 ml) was treated dropwise with a solution of boron tribromide BBr3 (1.0 M in DCM; 4.45 ml; 4.45 mmol). The resulting mixture was further stirred at rt, under nitrogen, for 17 h. Water was added dropwise to the cooled (0° C.) reaction mixture, and the separated aq. layer was extracted with DCM. T... The reactants are -2-acetonitrile, stannic chloride, CN1C(=CC=C1)CC#N (1-methylpyrrole-2-acetonitrile), C=1(C(=CC=CC1)C(=O)Cl)C (o-toluoyl chloride). Solvent: C(Cl)Cl (methylene chloride). Yields the product CN1C=CC=C1C(=O)C=1C(=CC=CC1)C (1-Methyl-5-(o-toluoyl)-pyrrole). As a reaction SMILES: [CH3:1][N:2]1[CH:6]=[CH:5][CH:4]=[C:3]1CC#N.[C:10]1([CH3:19])[C:11]([C:16](Cl)=[O:17])=[CH:12][CH:13]=[CH:14][CH:15]=1>C(Cl)Cl>[CH3:1][N:2]1[C:6]([C:16]([C:11]2[C:10]([CH3:19])=[CH:15][CH:14]=[CH:13][CH:12]=2)=[O:17])=[CH:5][CH:4]=[CH:3]1. Procedure: -2-acetonitrile: To a solution of 24 g. (0.20 mole) of 1-methylpyrrole-2-acetonitrile and 30.92 g. (0.20 mole) o-toluoyl chloride in 200 ml. methylene chloride (cooled externally to -20°C.) is added dropwise 23.4 ml. (0.20 mole) of stannic chloride. After the addition is complete, the yellow mixture is permitted to come to room temperature. The mixture is then poured into ice-dilute hydrochloric acid. The two phases are separated. The organic phase is washed consecutively with N,N-dimetyl-1,3-pr... The reactants are COC(C1=CC(=CC=C1)NC(CN1C(N(C2=C(C(=N1)C1CCCCC1)C=CC=C2)CC(C(C)(C)C)=O)=O)=O)=O (3-{2-[5-Cyclohexyl-1-(3,3-dimethyl-2-oxo-butyl)-2-oxo-1,2-dihydro-3H-1,3,4-benzotriazepin-3-yl]-acetylamino}-benzoic acid methyl ester), NC=1C=C(C=CC1)C=1N=NN(N1)COC(C(C)(C)C)=O (2,2-dimethyl-propionic acid 5-(3-amino-phenyl)-tetrazol-2-ylmethyl ester). The product is C1(CCCC1)C1=NN(C(N(C2=C1C=CC=C2)CC(C(C)(C)C)=O)=O)CC(=O)NC=2C=C(C=CC2)C=2N=NN(N2)COC(C(C)(C)C)=O (2,2-dimethyl-propionic acid 5-(3-{2-[5-cyclopentyl-1-(3,3-dimethyl-2-oxo-butyl)-2-oxo-1,2-dihydro-3H-1,3,4-benzotriazepin-3-yl]-acetylamino}-phenyl)-tetrazol-2-ylmethyl ester). RXN SMILES: COC(=O)[C:4]1[CH:9]=[CH:8][CH:7]=[C:6]([NH:10][C:11](=[O:38])[CH2:12][N:13]2[N:19]=[C:18]([CH:20]3C[CH2:24][CH2:23][CH2:22][CH2:21]3)[C:17]3[CH:26]=[CH:27][CH:28]=[CH:29][C:16]=3[N:15]([CH2:30][C:31](=[O:36])[C:32]([CH3:35])([CH3:34])[CH3:33])[C:14]2=[O:37])[CH:5]=1.NC1C=C([C:47]2[N:48]=[N:49][N:50]([CH2:52][O:53][C:54](=[O:59])[C:55]([CH3:58])([CH3:57])[CH3:56])[N:51]=2)C=CC=1>>[CH:20]1([C:18]2[C:17]3[CH:16]=[CH:29][CH:28]=[CH:27][C:26]=3[N:15]([CH2:30][C:31](=[O:36])[C:32]([CH3:33])([CH3:35])[CH3:34])[C:14](=[O:37])[N:13]([CH2:12][C:11]([NH:10][C:6]3[CH:5]=[C:4]([C:47]4[N:48]=[N:49][N:50]([CH2:52][O:53][C:54](=[O:59])[C:55]([CH3:57])([CH3:56])[CH3:58])[N:51]=4)[CH:9]=[CH:8][CH:7]=3)=[O:38])[N:19]=2)[CH2:24][CH2:23][CH2:22][CH2:21]1. Reported procedure: The title compound was obtained by the method used in the preparation of 3-{2-[5-cyclohexyl-1-(3,3-dimethyl-2-oxo-butyl)-2-oxo-1,2-dihydro-3H-1,3,4-benzotriazepin-3-yl]-acetylamino}-benzoic acid methyl ester (Example 1) except that 2,2-dimethyl-propionic acid 5-(3-amino-phenyl)-tetrazol-2-ylmethyl ester was used in place of 3-amino-benzoic acid methyl ester in step e, followed by reaction of the product obtained, in place of 2,2-dimethyl-propionic acid 5-(3-{2-[5-cyclopentyl-1-(3,3-dimethyl-2-ox... Reactants: Cl (hydrochloric acid), C(C=C)OC(=O)N(C)C[C@@H](C(C)=O)CNC(=O)OCC=C ((2S)-1-(N-allyloxycarbonyl-N-methylamino)-2-(allyloxycarbonylaminomethyl)butan-3-one), C(C)N1CCCCC1 (N-ethylpiperidine), FC(S(=O)(=O)O[Si](C)(C)C)(F)F (trimethylsilyl trifluoromethanesulfonate), C(C)(=O)O[C@@H]1[C@H](C(N1)=O)[C@@H](C)O[Si](C)(C)C(C)(C)C ((3R,4R)-4-acetoxy-3-[(1R)-1-(t-butyldimethylsilyloxy)ethyl]-2-azetidinone), C(C)N1CCCCC1 (N-ethylpiperidine), FC(S(=O)(=O)O[Si](C)(C)C)(F)F (trimethylsilyl trifluoromethanesulfonate). Reagents/catalysts: [Br-].[Zn+2].[Br-] (zinc bromide). The solvent is O (water), C(C)(=O)OCC (ethyl acetate), ClCCl (dichloromethane), ClCCl (dichloromethane). Reaction conditions: time 1 hour. Product: C(C=C)OC(=O)N(C)C[C@@H](C(C[C@@H]1[C@H](C(N1)=O)[C@@H](C)O[Si](C)(C)C(C)(C)C)=O)CNC(=O)OCC=C ((3S,4R)-4-[(3S)-4-(N-allyloxycarbonyl-N-methylamino)-3-(allyloxycarbonylaminomethyl)-2-oxobutyl]-3-[(1R)-1-t-butyldimethylsilyloxyethyl]-2-oxoazetidine). Yield: 75.5%. RXN SMILES: [CH2:1]([O:4][C:5]([N:7]([CH2:9][C@H:10]([CH2:14][NH:15][C:16]([O:18][CH2:19][CH:20]=[CH2:21])=[O:17])[C:11](=[O:13])[CH3:12])[CH3:8])=[O:6])[CH:2]=[CH2:3].C(N1CCCCC1)C.FC(F)(F)S(O[Si](C)(C)C)(=O)=O.C(O[C@H:46]1[NH:49][C:48](=[O:50])[C@@H:47]1[C@H:51]([O:53][Si:54]([C:57]([CH3:60])([CH3:59])[CH3:58])([CH3:56])[CH3:55])[CH3:52])(=O)C.Cl>ClCCl.O.C(OCC)(=O)C.[Br-].[Zn+2].[Br-]>[CH2:1]([O:4][C:5]([N:7]([CH2:9][C@H:10]([CH2:14][NH:15][C:16]([O:18][CH2:19][CH:20]=[CH2:21])=[O:17])[C:11](=[O:13])[CH2:12][C@H:46]1[NH:49][C:48](=[O:50])[C@@H:47]1[C@H:51]([O:53][Si:54]([C:57]([CH3:58])([CH3:60])[CH3:59])([CH3:56])[CH3:55])[CH3:52])[CH3:8])=[O:6])[CH:2]=[CH2:3] |f:8.9.10|. Reported procedure: To a solution of (2S)-1-(N-allyloxycarbonyl-N-methylamino)-2-(allyloxycarbonylaminomethyl)butan-3-one (14.59 g) in dichloromethane (110 ml) were added N-ethylpiperidine (13.5 ml) and trimethylsilyl trifluoromethanesulfonate (18.9 ml) at -10° C. and the resulting mixture was stirred at ambient temperature for 1 hour. To a solution of (3R,4R)-4-acetoxy-3-[(1R)-1-(t-butyldimethylsilyloxy)ethyl]-2-azetidinone (21.1 g) in dichloromethane (140 ml) were added N-ethylpiperidine (10.1 ml) and trimethylsi... Reaction SMILES: [BH4-:1].[CH3:20][OH:21].[Na+:2].[c:3]1([S:9](=[O:10])(=[O:11])[c:12]2[c:13]([CH:14]=[O:15])[cH:16][cH:17][cH:18][cH:19]2)[cH:4][cH:5][cH:6][cH:7][cH:8]1>>[c:3]1([S:9](=[O:10])(=[O:11])[c:12]2[c:13]([CH2:14][OH:15])[cH:16][cH:17][cH:18][cH:19]2)[cH:4][cH:5][cH:6][cH:7][cH:8]1. Product: O=S(=O)(c1ccccc1)c1ccccc1CO. Reactants: [BH4-], CO, [Na+], O=Cc1ccccc1S(=O)(=O)c1ccccc1.